Dataset: the Open Reaction Database (ORD), a public repository of structured organic reaction records. Task: describe an organic reaction: reactants, conditions, products, and yield Starting materials: C(C)(C)(C)OC(=O)N(C=1C(=NC(=CN1)N1CC2(CN(CC2)C(CC)=O)CC1)C1=NN=C(O1)C1=CC=C(C=C1)CN(C(OC(C)(C)C)=O)C)C(=O)OC(C)(C)C (tert-butyl N-[[4-[5-[3-[bis(tert-butoxycarbonyl)amino]-6-(3-propanoyl-3,7-diazaspiro[4.4]nonan-7-yl)pyrazin-2-yl]-1,3,4-oxadiazol-2-yl]phenyl]methyl]-N-methyl-carbamate), Cl (hydrogen chloride). The solvent is O1CCOCC1 (dioxane), O1CCOCC1 (dioxane). Reaction conditions: time 40 minute. The product is NC=1N=CC(=NC1C=1OC(=NN1)C1=CC=C(C=C1)CNC)N1CC2(CCN(C2)C(CC)=O)CC1 (1-(7-(5-amino-6-(5-(4-((methylamino)methyl)phenyl)-1,3,4-oxadiazol-2-yl)pyrazin-2-yl)-2,7-diazaspiro[4.4]nonan-2-yl)propan-1-one). Reaction SMILES: C(OC([N:8](C(OC(C)(C)C)=O)[C:9]1[C:10]([C:28]2[O:32][C:31]([C:33]3[CH:38]=[CH:37][C:36]([CH2:39][N:40](C)[C:41](=O)OC(C)(C)C)=[CH:35][CH:34]=3)=[N:30][N:29]=2)=[N:11][C:12]([N:15]2[CH2:27][CH2:26][C:17]3([CH2:21][CH2:20][N:19]([C:22](=[O:25])[CH2:23][CH3:24])[CH2:18]3)[CH2:16]2)=[CH:13][N:14]=1)=O)(C)(C)C.Cl>O1CCOCC1>[NH2:8][C:9]1[N:14]=[CH:13][C:12]([N:15]2[CH2:27][CH2:26][C:17]3([CH2:18][N:19]([C:22](=[O:25])[CH2:23][CH3:24])[CH2:20][CH2:21]3)[CH2:16]2)=[N:11][C:10]=1[C:28]1[O:32][C:31]([C:33]2[CH:38]=[CH:37][C:36]([CH2:39][NH:40][CH3:41])=[CH:35][CH:34]=2)=[N:30][N:29]=1. Reported procedure: A solution of tert-butyl N-[[4-[5-[3-[bis(tert-butoxycarbonyl)amino]-6-(3-propanoyl-3,7-diazaspiro[4.4]nonan-7-yl)pyrazin-2-yl]-1,3,4-oxadiazol-2-yl]phenyl]methyl]-N-methyl-carbamate (129 mg, 0.17 mmol) in dioxane (0.3 mL) was treated with a solution of hydrogen chloride (423 μL of 4 M, 1.7 mmol) in dioxane and the reaction mixture was allowed to stir for 40 minutes. The solvents were removed under reduced pressure and the residue was dissolved in DMF (1 mL) and purified by reverse phase HPLC us...